Dataset: the Open Reaction Database (ORD), a public repository of structured organic reaction records. Task: describe an organic reaction: reactants, conditions, products, and yield Starting materials: C1(CC1)CBr (cyclopropylmethyl bromide), OC1=C2C=CNC2=CC=C1 (4-hydroxyindole), [H-].[Na+] (sodium hydride). Solvent: CN(C=O)C (dimethylformamide), CN(C=O)C (dimethylformamide), CN(C=O)C (dimethylformamide). Run at time 2 hour. Product: C1(CC1)COC1=C2C=CNC2=CC=C1 (4-cyclopropylmethoxy-1H-indole). The yield is 63.6%. Reaction SMILES: [OH:1][C:2]1[CH:10]=[CH:9][CH:8]=[C:7]2[C:3]=1[CH:4]=[CH:5][NH:6]2.[H-].[Na+].[CH:13]1([CH2:16]Br)[CH2:15][CH2:14]1>CN(C)C=O>[CH:13]1([CH2:16][O:1][C:2]2[CH:10]=[CH:9][CH:8]=[C:7]3[C:3]=2[CH:4]=[CH:5][NH:6]3)[CH2:15][CH2:14]1 |f:1.2|. Procedure: A solution of 5.00 gm (37.6 mMol) 4-hydroxyindole in dimethylformamide was added dropwise over 30 minutes to a solution of 1.65 gm (41.3 mMol) sodium hydride (60% suspension in mineral oil) in 25 mL dimethylformamide at 0° C. The resulting black solution was stirred at room temperature for 2 hours and then a solution of 3.6 mL (37.6 mMol) cyclopropylmethyl bromide in 10 mL dimethylformamide was added dropwise. The resulting mixture was stirred for 1.5 hours at room temperature. The reaction mixt... The reactants are C[SiH](C1=CC=C(C(=O)Cl)C=C1)C (4-dimethylsilylbenzoyl chloride), CC(CO)CC (2-methylbutan-1-ol), Cl (HCl). The solvent is N1=CC=CC=C1 (pyridine). Reaction conditions: temperature 25 celsius, time 1 hour. The product is C[SiH](C1=CC=C(C(=O)OCC(CC)C)C=C1)C (2-methylbutyl 4-dimethylsilylbenzoate). RXN SMILES: [CH3:1][SiH:2]([CH3:12])[C:3]1[CH:11]=[CH:10][C:6]([C:7](Cl)=[O:8])=[CH:5][CH:4]=1.[CH3:13][CH:14]([CH2:17][CH3:18])[CH2:15][OH:16].Cl>N1C=CC=CC=1>[CH3:1][SiH:2]([CH3:12])[C:3]1[CH:11]=[CH:10][C:6]([C:7]([O:16][CH2:15][CH:14]([CH3:13])[CH2:17][CH3:18])=[O:8])=[CH:5][CH:4]=1. Reported procedure: 20.0 g (0.101 mol) of 4-dimethylsilylbenzoyl chloride were added dropwise at 10° C.-15° C. to a solution of 8.90 g (0.101 mol) of 2-methylbutan-1-ol in 20 ml of dry pyridine. The reaction solution was stirred for one hour at 25° C., poured onto ice and acidified using HCl. The organic phase was separated off, diluted with toluene and washed by shaking three times with 10% HCl. It was washed with water and dried over sodium sulfate. After the toluene had been stripped off in vacuo on a rotary eva... Reactants: ClCCN(CCCl)C(=O)N=C=S ([Di(2-chloroethyl)amino]methanoyl isothiocyanate), ClCCN(C(=O)Cl)CCCl (N,N-di(2-chloroethyl)carbamic chloride), ClC=1C=C(N)C=CC1OC1=CC=NC2=CC(=C(C=C12)OC)OC (3-Chloro-4-[(6,7-dimethoxy-4-quinolyl)oxy]aniline), C1(=CC=CC=C1)C (toluene). The solvent is C(C)O (ethanol), C(C)O (ethanol). Run at time 2 hour. Yields the product ClCCN(CCCl)C(=O)N=C=S ([Di(2-chloroethyl)amino]methanoyl isothiocyanate), ClC=1C=C(C=CC1OC1=CC=NC2=CC(=C(C=C12)OC)OC)NC(=S)NC(=O)N(CCCl)CCCl (N-{3-Chloro-4-[(6,7-dimethoxy-4-quinolyl)oxy]phenyl}-[{[di(2-chloroethyl)amino]carbonyl}amino]methanethioamide). Isolated yield 60.0%. RXN SMILES: ClCCN(CCCl)C(Cl)=O.[Cl:11][CH2:12][CH2:13][N:14]([C:18]([N:20]=[C:21]=[S:22])=[O:19])[CH2:15][CH2:16][Cl:17].[Cl:23][C:24]1[CH:25]=[C:26]([CH:28]=[CH:29][C:30]=1[O:31][C:32]1[C:41]2[C:36](=[CH:37][C:38]([O:44][CH3:45])=[C:39]([O:42][CH3:43])[CH:40]=2)[N:35]=[CH:34][CH:33]=1)[NH2:27].C1(C)C=CC=CC=1>C(O)C>[Cl:17][CH2:16][CH2:15][N:14]([C:18]([N:20]=[C:21]=[S:22])=[O:19])[CH2:13][CH2:12][Cl:11].[Cl:23][C:24]1[CH:25]=[C:26]([NH:27][C:21]([NH:20][C:18]([N:14]([CH2:13][CH2:12][Cl:11])[CH2:15][CH2:16][Cl:17])=[O:19])=[S:22])[CH:28]=[CH:29][C:30]=1[O:31][C:32]1[C:41]2[C:36](=[CH:37][C:38]([O:44][CH3:45])=[C:39]([O:42][CH3:43])[CH:40]=2)[N:35]=[CH:34][CH:33]=1. Procedure: [Di(2-chloroethyl)amino]methanoyl isothiocyanate was prepared using commercially available N,N-di(2-chloroethyl)carbamic chloride (80 mg) as a starting compound according to the description of the literature. [Di(2-chloroethyl)amino]methanoyl isothiocyanate was dissolved in ethanol (1 ml) to prepare a solution. 3-Chloro-4-[(6,7-dimethoxy-4-quinolyl)oxy]aniline (50 mg), toluene (5 ml), and ethanol (1 ml) were added to the solution, and the mixture was stirred at room temperature for 2 hr. The rea... Starting materials: CCO, O=Cc1ccccc1O, CN1CCN(C2CCC(n3nc(-c4ccc(N)c(Cl)c4)c4c(N)ncnc43)CC2)CC1. Yields the product CN1CCN(C2CCC(n3nc(-c4ccc(N=Cc5ccccc5O)c(Cl)c4)c4c(N)ncnc43)CC2)CC1. Reaction SMILES: [CH3:41][CH2:42][OH:43].[CH:1](=[O:2])[c:3]1[cH:4][cH:5][cH:6][cH:7][c:8]1[OH:9].[NH2:10][c:11]1[c:12]([Cl:40])[cH:13][c:14](-[c:17]2[n:18][n:19]([CH:27]3[CH2:28][CH2:29][CH:30]([N:33]4[CH2:34][CH2:35][N:36]([CH3:39])[CH2:37][CH2:38]4)[CH2:31][CH2:32]3)[c:20]3[n:21][cH:22][n:23][c:24]([NH2:26])[c:25]23)[cH:15][cH:16]1>>[CH:1]([c:3]1[cH:4][cH:5][cH:6][cH:7][c:8]1[OH:9])=[N:10][c:11]1[c:12]([Cl:40])[cH:13][c:14](-[c:17]2[n:18][n:19]([CH:27]3[CH2:28][CH2:29][CH:30]([N:33]4[CH2:34][CH2:35][N:36]([CH3:39])[CH2:37][CH2:38]4)[CH2:31][CH2:32]3)[c:20]3[n:21][cH:22][n:23][c:24]([NH2:26])[c:25]23)[cH:15][cH:16]1. RXN SMILES: [Cl:1][C:2]1[CH:11]=[C:10]2[C:5]([C:6]([N:12]3[C:20]4[C:15](=[CH:16][C:17]([OH:21])=[CH:18][CH:19]=4)[C:14]([CH2:22][C:23]([O:25][CH2:26][CH3:27])=[O:24])=[C:13]3[CH3:28])=[N:7][CH:8]=[N:9]2)=[CH:4][CH:3]=1.Cl[C:30](Cl)=[C:31](Cl)Cl.[CH3:35]N(C)C=O>>[Cl:1][C:2]1[CH:11]=[C:10]2[C:5]([C:6]([N:12]3[C:20]4[C:15](=[CH:16][C:17]([O:21][CH2:35][CH2:30][CH3:31])=[CH:18][CH:19]=4)[C:14]([CH2:22][C:23]([O:25][CH2:26][CH3:27])=[O:24])=[C:13]3[CH3:28])=[N:7][CH:8]=[N:9]2)=[CH:4][CH:3]=1. Reported procedure: A solution of ethyl 1-(7-chloroquinazolin-4-yl)-5-hydroxy-2-methylindol-3-ylacetate (1.0g.) in dry dimethyl-formamide (10ml.); dried by distillation from calcium hydride, and stored over sodium alumino-silicate) was added to sodium hydride (0.068g.), and the mixture was stirred under a slight vacuum (ca 150mm. Hg) at room temperature for 15 minutes. n-Propyl iodide (0.9g.) was added to the resulting clear solution, and the mixture stirred at room temperature overnight. The solution was added to ... The reactants are ClC1=CC=C2C(=NC=NC2=C1)N1C(=C(C2=CC(=CC=C12)O)CC(=O)OCC)C (ethyl 1-(7-chloroquinazolin-4-yl)-5-hydroxy-2-methylindol-3-ylacetate), ClC(=C(Cl)Cl)Cl (tetrachloroethylene), CN(C=O)C (dimethyl-formamide). Yields the product ClC1=CC=C2C(=NC=NC2=C1)N1C(=C(C2=CC(=CC=C12)OCCC)CC(=O)OCC)C (ethyl 1-(7chloroquinazolin-4-yl)-2-methyl-5-n-propoxyindol-3-ylacetate). Reaction conditions: time 15 minute. Starting materials: I.C[NH+]1C=2C=CC=CC2C=C2N=C3C=CC=CC3=C12 (5-Methylquindolinium Hydroiodide), solution. Procedure details: 5-Methylquindolinium hydroiodide (1.5 g, 4.2 mmol) from Example 3 was shaken with a 5% solution of Na2CO3 (100 mL) and extracted with chloroform (2×200 mL). The extract of the free base was purified on a basic alumina column using chloroform to elute the quindoline impurity; elution with 1-2% methanol in chloroform gave 0.5 g of the title compound as a purple solid, mp 178-180° C. [lit 166-169° C. (Gellert, E.; Raymond-Hamet; Schlittler, E. Helv. Chim. Acta 1951, 34, 642-651)]; 1H NMR (DMSO-d6) ... Yields the product CN1C=2C=CC=CC2C=C2N=C3C=CC=CC3=C12 (5-Methylquindoline). Solvent: C(=O)([O-])[O-].[Na+].[Na+] (Na2CO3). Isolated yield 51.3%. RXN SMILES: I.[CH3:2][NH+:3]1[C:19]2[C:11]([N:12]=[C:13]3[C:18]=2[CH:17]=[CH:16][CH:15]=[CH:14]3)=[CH:10][C:9]2[CH:8]=[CH:7][CH:6]=[CH:5][C:4]1=2>C([O-])([O-])=O.[Na+].[Na+]>[CH3:2][N:3]1[C:19]2[C:11]([N:12]=[C:13]3[C:18]=2[CH:17]=[CH:16][CH:15]=[CH:14]3)=[CH:10][C:9]2[CH:8]=[CH:7][CH:6]=[CH:5][C:4]1=2 |f:0.1,2.3.4|. Starting materials: ClC1=CC2=C(OC3=C(C=CC=C3)C3(CCN(CC3)C#N)C2=O)C=C1 (2-chloro-1'-cyano-10,11-dihydro-11-oxospiro[dibenz(b,f)oxepin-10,4'-piperidine]), C(C)(=O)O (acetic acid), Br (hydrobromic acid). Solvent: O (water), Cl (hydrochloric acid), CCOCC (ether). Product: Br.ClC1=CC2=C(OC3=C(C=CC=C3)C3(CCNCC3)C2=O)C=C1 (2-chloro-10,11-dihydro-11-oxospiro[dibenz(b,f)oxepin-10,4'-piperidine]hydrobromide). RXN SMILES: [Cl:1][C:2]1[CH:24]=[CH:23][C:5]2[O:6][C:7]3[CH:12]=[CH:11][CH:10]=[CH:9][C:8]=3[C:13]3([C:21](=[O:22])[C:4]=2[CH:3]=1)[CH2:18][CH2:17][N:16](C#N)[CH2:15][CH2:14]3.C(O)(=O)C.[BrH:29]>Cl.O.CCOCC>[BrH:29].[Cl:1][C:2]1[CH:24]=[CH:23][C:5]2[O:6][C:7]3[CH:12]=[CH:11][CH:10]=[CH:9][C:8]=3[C:13]3([C:21](=[O:22])[C:4]=2[CH:3]=1)[CH2:14][CH2:15][NH:16][CH2:17][CH2:18]3 |f:6.7|. Procedure: A homogeneous solution of 1.8 g of 2-chloro-1'-cyano-10,11-dihydro-11-oxospiro[dibenz(b,f)oxepin-10,4'-piperidine], Example 4, in 20 ml of 3 N hydrochloric acid and 10 ml of glacial acetic acid is stirred at 110°-120° C. for 16 hours and then the solution is permitted to cool to ambient temperature. Thereafter, the solution is diluted with 50 ml of water and then is rotary evaporated at 80° C. until 50 ml of water is removed and the dilution and evaporation process is repeated. The residue is di...